Dataset: the Open Reaction Database (ORD), a public repository of structured organic reaction records. Task: describe an organic reaction: reactants, conditions, products, and yield Reactants: C(C)C1=NC=CC=C1CO ((2-ethylpyridin-3-yl)methanol), BrP(Br)Br (tribromophosphane). The solvent is ClCCl (dichloromethane). Reaction conditions: time 8 hour. Yields the product BrCC=1C(=NC=CC1)CC (3-(bromomethyl)-2-ethylpyridine). Reaction SMILES: [CH2:1]([C:3]1[C:8]([CH2:9]O)=[CH:7][CH:6]=[CH:5][N:4]=1)[CH3:2].[Br:11]P(Br)Br>ClCCl>[Br:11][CH2:9][C:8]1[C:3]([CH2:1][CH3:2])=[N:4][CH:5]=[CH:6][CH:7]=1. Procedure details: To a solution (2-ethylpyridin-3-yl)methanol (3.0 g, 21.9 mmol) in anhydrous dichloromethane (150 mL) was added tribromophosphane (2.3 mL, 24.2 mmol). The mixture was stirred at room temperature overnight. Dichloromethane was evaporated. The residue was dried in vacuo, affording 3-(bromomethyl)-2-ethylpyridine, which was used without further purification.